From a dataset of the Open Reaction Database (ORD), a public repository of structured organic reaction records. describe an organic reaction: reactants, conditions, products, and yield The reactants are [H][H] (hydrogen), C(C)OC(CC(C#C)N)=O (3-Amino-pent-4-ynoic acid ethyl ester), N1=CC=CC2=CC=CC=C12 (quinoline). The reagents and catalysts are [Pd].[O-]S(=O)(=O)[O-].[Ba+2] (Pd BaSO4). Solvent: CCO (EtOH). Reaction conditions: time 2.5 hour. Yields the product C(C)OC(CC(C=C)N)=O (3-Amino-pent-4-enoic acid ethyl ester). The yield is 185.1%. RXN SMILES: N1C2C(=CC=CC=2)C=CC=1.[H][H].[CH2:13]([O:15][C:16](=[O:22])[CH2:17][CH:18]([NH2:21])[C:19]#[CH:20])[CH3:14]>CCO.[Pd].[O-]S([O-])(=O)=O.[Ba+2]>[CH2:13]([O:15][C:16](=[O:22])[CH2:17][CH:18]([NH2:21])[CH:19]=[CH2:20])[CH3:14] |f:4.5.6|. Procedure: A mixture of 5% Pd/BaSO4 (0.025 g) and quinoline (0.30 mL) was stirred under a ballon of hydrogen for 30 minutes. 3-Amino-pent-4-ynoic acid ethyl ester 17-1 (1.77 g, 10.0 mmol) in EtOH (15 mL) was added and the solution stirred for an additional 2.5 hours. The solution was filtered through a pad of celite and concentrated in vacuo to provide 2.65 g of crude product 19-1. Starting materials: COC(=O)c1ccc(OCCOc2c(C)cc(C(OCc3ccc(OC)cc3)(C(F)(F)F)C(F)(F)F)cc2C)cc1, CCOC(C)=O, CC(Cl)Cl, N#CC1=C(C#N)C(=O)C(Cl)=C(Cl)C1=O, ClCCl, O. Yields the product COC(=O)c1ccc(OCCOc2c(C)cc(C(O)(C(F)(F)F)C(F)(F)F)cc2C)cc1. Reaction SMILES: [CH3:1][O:2][C:3]([c:4]1[cH:5][cH:6][c:7]([O:10][CH2:11][CH2:12][O:13][c:14]2[c:15]([CH3:40])[cH:16][c:17]([C:21]([C:22]([F:23])([F:24])[F:25])([C:26]([F:27])([F:28])[F:29])[O:30][CH2:31][c:32]3[cH:33][cH:34][c:35]([O:36][CH3:37])[cH:38][cH:39]3)[cH:18][c:19]2[CH3:20])[cH:8][cH:9]1)=[O:41].[CH3:64][CH2:65][O:66][C:67]([CH3:68])=[O:69].[Cl:42][CH:43]([Cl:44])[CH3:45].[Cl:46][C:47]1=[C:58]([Cl:59])[C:56](=[O:57])[C:53]([C:54]#[N:55])=[C:50]([C:51]#[N:52])[C:48]1=[O:49].[Cl:61][CH2:62][Cl:63].[OH2:60]>>[CH3:1][O:2][C:3]([c:4]1[cH:5][cH:6][c:7]([O:10][CH2:11][CH2:12][O:13][c:14]2[c:15]([CH3:40])[cH:16][c:17]([C:21]([C:22]([F:23])([F:24])[F:25])([C:26]([F:27])([F:28])[F:29])[OH:30])[cH:18][c:19]2[CH3:20])[cH:8][cH:9]1)=[O:41].